This data is from the Open Reaction Database (ORD), a public repository of structured organic reaction records. The task is: describe an organic reaction: reactants, conditions, products, and yield The reactants are C(C)(=O)C(CCCCCCC(=O)OCC)(CCC=C(CCCCC)C)C1=CC=CC=C1 (ethyl 8-acetyl-8-phenyl-12-methyl-11-heptadecenoate), C(C)(=O)C(CCCCCCC(=O)OCC)(CCCC(CCCCC)OCC1=CC=CC=C1)C1=CC=CC=C1 (ethyl 8-acetyl-8-phenyl-12-benzyloxyheptadecanoate). Yields the product C(C)(=O)C(CCCCCCC(=O)O)(CCC=C(CCCCC)C)C1=CC=CC=C1 (8-acetyl-8-phenyl-12-methyl-11-heptadecenoic acid). Reaction SMILES: [C:1]([C:4]([C:26]1[CH:31]=[CH:30][CH:29]=[CH:28][CH:27]=1)([CH2:16][CH2:17][CH:18]=[C:19]([CH3:25])[CH2:20][CH2:21][CH2:22][CH2:23][CH3:24])[CH2:5][CH2:6][CH2:7][CH2:8][CH2:9][CH2:10][C:11]([O:13]CC)=[O:12])(=[O:3])[CH3:2].C(C(C1C=CC=CC=1)(CCCC(OCC1C=CC=CC=1)CCCCC)CCCCCCC(OCC)=O)(=O)C>>[C:1]([C:4]([C:26]1[CH:27]=[CH:28][CH:29]=[CH:30][CH:31]=1)([CH2:16][CH2:17][CH:18]=[C:19]([CH3:25])[CH2:20][CH2:21][CH2:22][CH2:23][CH3:24])[CH2:5][CH2:6][CH2:7][CH2:8][CH2:9][CH2:10][C:11]([OH:13])=[O:12])(=[O:3])[CH3:2]. Procedure: By following the hydrolytic procedure of Example 3, Step E, but substituting ethyl 8-acetyl-8-phenyl-12-methyl-11-heptadecenoate for the ethyl 8-acetyl-8-phenyl-12-benzyloxyheptadecanoate therein employed there is obtained 8-acetyl-8-phenyl-12-methyl-11-heptadecenoic acid. Reactants: COc1cc(N2CCOCC2)ccc1Nc1nc(Cl)ncc1Cl, CCN1C(=O)CCC(C)(C)c2ccc(N)cc21. Yields the product CCN1C(=O)CCC(C)(C)c2ccc(Nc3ncc(Cl)c(Nc4ccc(N5CCOCC5)cc4OC)n3)cc21. Reaction SMILES: [Cl:18][c:19]1[n:20][cH:21][c:22]([Cl:40])[c:23]([NH:25][c:26]2[c:27]([O:38][CH3:39])[cH:28][c:29]([N:32]3[CH2:33][CH2:34][O:35][CH2:36][CH2:37]3)[cH:30][cH:31]2)[n:24]1.[NH2:1][c:2]1[cH:3][cH:4][c:5]2[c:6]([cH:17]1)[N:7]([CH2:15][CH3:16])[C:8](=[O:14])[CH2:9][CH2:10][C:11]2([CH3:12])[CH3:13]>>[NH:1]([c:2]1[cH:3][cH:4][c:5]2[c:6]([cH:17]1)[N:7]([CH2:15][CH3:16])[C:8](=[O:14])[CH2:9][CH2:10][C:11]2([CH3:12])[CH3:13])[c:19]1[n:20][cH:21][c:22]([Cl:40])[c:23]([NH:25][c:26]2[c:27]([O:38][CH3:39])[cH:28][c:29]([N:32]3[CH2:33][CH2:34][O:35][CH2:36][CH2:37]3)[cH:30][cH:31]2)[n:24]1. The reactants are O=C([O-])[O-], CC#N, [H-], CI, OCc1cccc(I)c1, [K+], [K+], [Na+], O. The product is COCc1cccc(I)c1. As a reaction SMILES: [C:12](=[O:13])([O-:14])[O-:15].[CH3:20][C:21]#[N:22].[H-:19].[I:10][CH3:11].[I:1][c:2]1[cH:3][c:4]([CH2:5][OH:6])[cH:7][cH:8][cH:9]1.[K+:16].[K+:17].[Na+:18].[OH2:23]>>[I:1][c:2]1[cH:3][c:4]([CH2:5][O:6][CH3:12])[cH:7][cH:8][cH:9]1. The reactants are (L)-Malic acid, COC(C)(C)OC (2,2-dimethoxypropane), CC(=O)C (acetone), O.[O-2].[O-2].[O-2].O=[Si]=O.O=[Si]=O.O=[Si]=O.O=[Si]=O.[Al+3].[Al+3] (Montmorillonite K-10). Reaction conditions: temperature 5 celsius. Yields the product CC1(OC([C@@H](O1)CC(=O)O)=O)C ((S)-(2,2-Dimethyl-5-oxo[1,3]dioxolan-4-yl)acetic Acid). Reaction SMILES: [CH3:1][O:2][C:3]([O:6][CH3:7])([CH3:5])[CH3:4].[OH2:8].[O-2:9].[O-2].[O-2].O=[Si]=O.O=[Si]=O.O=[Si]=O.O=[Si]=O.[Al+3].[Al+3].C[C:27]([CH3:29])=[O:28]>>[CH3:4][C:3]1([CH3:5])[O:6][C@@H:7]([CH2:29][C:27]([OH:8])=[O:28])[C:1](=[O:9])[O:2]1 |f:1.2.3.4.5.6.7.8.9.10|. Reported procedure: (L)-Malic acid (200 g) was added to a mixture of acetone (800 mL) and 2,2-dimethoxypropane (342 mL) with stirring under nitrogen. Montmorillonite K-10 clay (5 g) was added to the solution and stirred for 17 hours, then the solution was filtered and reduced in volume to approximately 450 mL. The solution was cooled to 5° C., and the resultant crystals of the title compound filtered off (108 g, 42%). MP 108-109.5° C. Starting materials: Oc1c(nc(Br)c2cccnc12)C(=O)NCc3ccc(F)cc3, CC1(C)OB(OC1(C)C)c2ccc(cc2)c3cnccn3. Reagents/catalysts: CCN=P(N=P(N(C)C)(N(C)C)N(C)C)(N(C)C)N(C)C (P2-Et), CC(C)c1cc(C(C)C)c(-c2ccccc2[PH](C(C)(C)C)(C(C)(C)C)[Pd]2(OS(C)(=O)=O)Nc3ccccc3-c3ccccc32)c(C(C)C)c1 (tBuXphos G3). The solvent is CS(C)=O (DMSO), O (water), CS(C)=O (DMSO), CS(C)=O (DMSO), CS(C)=O (DMSO). Conditions: time 22 hour. Product: Oc1c(nc(c2ccc(cc2)c3cnccn3)c4cccnc14)C(=O)NCc5ccc(F)cc5, Oc1c(nc(Br)c2cccnc12)C(=O)NCc3ccc(F)cc3, c1ccc(-c2ccccc2)cc1.